describe an organic reaction: reactants, conditions, products, and yield From a dataset of the Open Reaction Database (ORD), a public repository of structured organic reaction records. The reactants are CS(C)=O, CCOC(C)=O, Clc1noc2ccccc12, [K+], [K+], NCC1CCN(Cc2ccccc2)CC1, O=C([O-])[O-], O. Yields the product c1ccc(CN2CCC(CNc3noc4ccccc34)CC2)cc1. As a reaction SMILES: [CH3:33][S:34]([CH3:35])=[O:36].[CH3:37][CH2:38][O:39][C:40]([CH3:41])=[O:42].[Cl:1][c:2]1[n:3][o:4][c:5]2[c:6]1[cH:7][cH:8][cH:9][cH:10]2.[K+:26].[K+:27].[NH2:11][CH2:12][CH:13]1[CH2:14][CH2:15][N:16]([CH2:19][c:20]2[cH:21][cH:22][cH:23][cH:24][cH:25]2)[CH2:17][CH2:18]1.[O-:28][C:29]([O-:30])=[O:31].[OH2:32]>>[c:2]1([NH:11][CH2:12][CH:13]2[CH2:14][CH2:15][N:16]([CH2:19][c:20]3[cH:21][cH:22][cH:23][cH:24][cH:25]3)[CH2:17][CH2:18]2)[n:3][o:4][c:5]2[c:6]1[cH:7][cH:8][cH:9][cH:10]2.